Dataset: the Open Reaction Database (ORD), a public repository of structured organic reaction records. Task: describe an organic reaction: reactants, conditions, products, and yield The reactants are O (water), C1(=CC=C(C=C1)S(=O)(=O)O)C (p-Toluene sulfonic acid), ClC1=C(C#N)C=C(C(=C1)CO)CCO (2-chloro-5-(2-hydroxyethyl)-4-hydroxymethylbenzonitrile), ClC1=C(C#N)C=CC(=C1CCO)CO (2-chloro-3-(2-hydroxyethyl)-4-hydroxymethylbenzonitrile). Solvent: C1(=CC=CC=C1)C (toluene). Product: ClC1=C(C=C2CCOCC2=C1)C#N (7-Chloroisochromane-6-carbonitrile). Yield: 76.5%. As a reaction SMILES: C1(C)C=CC(S(O)(=O)=O)=CC=1.[Cl:12][C:13]1[CH:20]=[C:19]([CH2:21]O)[C:18]([CH2:23][CH2:24][OH:25])=[CH:17][C:14]=1[C:15]#[N:16].ClC1C(CCO)=C(CO)C=CC=1C#N.O>C1(C)C=CC=CC=1>[Cl:12][C:13]1[CH:20]=[C:19]2[C:18]([CH2:23][CH2:24][O:25][CH2:21]2)=[CH:17][C:14]=1[C:15]#[N:16]. Reported procedure: p-Toluene sulfonic acid (0.76 g, 5.4 mmol) was added to a solution of a mixture (0.57 g, 2.7 mmol) of 2-chloro-5-(2-hydroxyethyl)-4-hydroxymethylbenzonitrile and 2-chloro-3-(2-hydroxyethyl)-4-hydroxymethylbenzonitrile in toluene (10 mL). The mixture was stirred while heating under reflux overnight. The reaction solution was cooled to room temperature, and water was added thereto. The mixture was extracted with ethyl acetate. The organic layer was dried over anhydrous magnesium sulfate, and conce... The reactants are [H-].[Na+] (NaH), C(C1=CC=CC=C1)(C1=CC=CC=C1)(C1=CC=CC=C1)NC(CO)CO (N-trityl-1,3-dihydroxy-2-propanamine), O1C(=NC2=C1C=CC=C2)C2=CC=C(CBr)C=C2 (4-(benzoxazol-2-yl)benzylbromide). Solvent: C(Cl)Cl (CH2Cl2), C1CCOC1 (THF). Conditions: temperature 0 celsius, time 2 hour. Yields the product C(C1=CC=CC=C1)(C1=CC=CC=C1)(C1=CC=CC=C1)NC(COCC1=CC=C(C=C1)C=1OC2=C(N1)C=CC=C2)CO (N-trityl-1-[4-(benzoxazol-2-yl)benzyloxy]-3-hydroxy-2-propanamine). As a reaction SMILES: [C:1]([NH:20][CH:21]([CH2:24][OH:25])[CH2:22][OH:23])([C:14]1[CH:19]=[CH:18][CH:17]=[CH:16][CH:15]=1)([C:8]1[CH:13]=[CH:12][CH:11]=[CH:10][CH:9]=1)[C:2]1[CH:7]=[CH:6][CH:5]=[CH:4][CH:3]=1.[H-].[Na+].[O:28]1[C:32]2[CH:33]=[CH:34][CH:35]=[CH:36][C:31]=2[N:30]=[C:29]1[C:37]1[CH:44]=[CH:43][C:40]([CH2:41]Br)=[CH:39][CH:38]=1>C1COCC1.C(Cl)Cl>[C:1]([NH:20][CH:21]([CH2:22][OH:23])[CH2:24][O:25][CH2:41][C:40]1[CH:43]=[CH:44][C:37]([C:29]2[O:28][C:32]3[CH:33]=[CH:34][CH:35]=[CH:36][C:31]=3[N:30]=2)=[CH:38][CH:39]=1)([C:8]1[CH:13]=[CH:12][CH:11]=[CH:10][CH:9]=1)([C:14]1[CH:15]=[CH:16][CH:17]=[CH:18][CH:19]=1)[C:2]1[CH:3]=[CH:4][CH:5]=[CH:6][CH:7]=1 |f:1.2|. Reported procedure: N-trityl-1,3-dihydroxy-2-propanamine (3.7 g; 11 mmol) is dissolved in THF (22 ml) and cooled to 0° C. NaH (0.44 g; 11 mmol; 60% in oil) is added and the reaction is warmed to room temperature and allowed to stir for 2 hours. 4-(benzoxazol-2-yl)benzylbromide (1.6 g; 5.5 mmol) is added and the reaction allowed to stir for 15 hours.. The reaction is diluted with CH2Cl2 and washed with H2O 2×, dried (Na2SO4), concentrated and purified by column chromatography with basic alumina and eluted with 2% Me... The reactants are CN(C(=O)C1=CC2=C(N=C(N=C2)NC2=NC=C(C=C2)N2CCNCC2)N1C1CCCC1)C (7-cyclopentyl-2-(5-piperazin-1-yl-pyridin-2-ylamino)-7H-pyrrolo[2,3-d]pyrimidine-6-carboxylic acid dimethylamide), C1(CCCC1)CCC(=O)Cl (3-cyclopentyl propionyl chloride). The product is CN(C(=O)C1=CC2=C(N=C(N=C2)NC2=NC=C(C=C2)N2CCN(CC2)C(CCC2CCCC2)=O)N1C1CCCC1)C (7-cyclopentyl-2-{5-[4-(3-cyclopentyl-propionyl)-piperazin-1-yl]-pyridin-2-ylamino}-7H-pyrrolo[2,3-d]pyrimidine-6-carboxylic acid dimethylamide). Yield: 44.4%. Reaction SMILES: [CH3:1][N:2]([CH3:32])[C:3]([C:5]1[N:26]([CH:27]2[CH2:31][CH2:30][CH2:29][CH2:28]2)[C:8]2[N:9]=[C:10]([NH:13][C:14]3[CH:19]=[CH:18][C:17]([N:20]4[CH2:25][CH2:24][NH:23][CH2:22][CH2:21]4)=[CH:16][N:15]=3)[N:11]=[CH:12][C:7]=2[CH:6]=1)=[O:4].[CH:33]1([CH2:38][CH2:39][C:40](Cl)=[O:41])[CH2:37][CH2:36][CH2:35][CH2:34]1>>[CH3:1][N:2]([CH3:32])[C:3]([C:5]1[N:26]([CH:27]2[CH2:31][CH2:30][CH2:29][CH2:28]2)[C:8]2[N:9]=[C:10]([NH:13][C:14]3[CH:19]=[CH:18][C:17]([N:20]4[CH2:21][CH2:22][N:23]([C:40](=[O:41])[CH2:39][CH2:38][CH:33]5[CH2:37][CH2:36][CH2:35][CH2:34]5)[CH2:24][CH2:25]4)=[CH:16][N:15]=3)[N:11]=[CH:12][C:7]=2[CH:6]=1)=[O:4]. Reported procedure: Following General Procedure G, 7-cyclopentyl-2-(5-piperazin-1-yl-pyridin-2-ylamino)-7H-pyrrolo[2,3-d]pyrimidine-6-carboxylic acid dimethylamide (100 mg, 0.230 mmol) and 3-cyclopentyl propionyl chloride (39 mL, 0.690 mmol) gave 7-cyclopentyl-2-{5-[4-(3-cyclopentyl-propionyl)-piperazin-1-yl]-pyridin-2-ylamino}-7H-pyrrolo[2,3-d]pyrimidine-6-carboxylic acid dimethylamide (57 mg, 44%). MS (ESI) m/z 559.4 (M+H)+